From a dataset of the Open Reaction Database (ORD), a public repository of structured organic reaction records. describe an organic reaction: reactants, conditions, products, and yield Starting materials: OC1=C(C=2C3=C(C(NC2C=C1)=O)SC=C3)C3=CC=C(C=C3)C(C)NC(OC(C)(C)C)=O (tert-butyl 1-(4-(8-hydroxy-4-oxo-4,5-dihydrothieno[2,3-c]quinolin-9-yl)phenyl)ethylcarbamate), [H-].[Na+] (NaH), O (Water), ClC(=O)OC(C)C (Isopropyl chloroformate). Run in C1CCOC1 (THF). Reaction conditions: time 1 hour. The product is C(C)(C)OC(=O)OC1=C(C=2C3=C(C(NC2C=C1)=O)SC=C3)C3=CC=C(C=C3)C(C)NC(OC(C)(C)C)=O (tert-butyl 1-(4-(8-(isopropoxycarbonyloxy)-4-oxo-4,5-dihydrothieno[2,3-c]quinolin-9-yl)phenyl)ethylcarbamate). Yield: 49.8%. As a reaction SMILES: [OH:1][C:2]1[CH:11]=[CH:10][C:9]2[NH:8][C:7](=[O:12])[C:6]3[S:13][CH:14]=[CH:15][C:5]=3[C:4]=2[C:3]=1[C:16]1[CH:21]=[CH:20][C:19]([CH:22]([NH:24][C:25](=[O:31])[O:26][C:27]([CH3:30])([CH3:29])[CH3:28])[CH3:23])=[CH:18][CH:17]=1.[H-].[Na+].Cl[C:35]([O:37][CH:38]([CH3:40])[CH3:39])=[O:36].O>C1COCC1>[CH:38]([O:37][C:35]([O:1][C:2]1[CH:11]=[CH:10][C:9]2[NH:8][C:7](=[O:12])[C:6]3[S:13][CH:14]=[CH:15][C:5]=3[C:4]=2[C:3]=1[C:16]1[CH:21]=[CH:20][C:19]([CH:22]([NH:24][C:25](=[O:31])[O:26][C:27]([CH3:30])([CH3:29])[CH3:28])[CH3:23])=[CH:18][CH:17]=1)=[O:36])([CH3:40])[CH3:39] |f:1.2|. Reported procedure: To a solution of tert-butyl 1-(4-(8-hydroxy-4-oxo-4,5-dihydrothieno[2,3-c]quinolin-9-yl)phenyl)ethylcarbamate (44 mg, 0.10 mmol) in THF (2 mL) at 0° C. was added NaH (60%, 6 mg, 0.15 mmol) and the reaction was stirred at that temperature for 1 h. Isopropyl chloroformate (21 μL, 0.15 mmol) was added and the resulting mixture was stirred at rt for 3 h. Water was added and the mixture was extracted with dichloromethane (2×15 mL). The combined extracts were dried over Na2SO4, filtered and concentrat... The reactants are CCOC(=O)C(C)(C)Oc1ccc(CCCc2nn(Cc3ccc(C(C)(C)C)cc3)c(=O)n2C)cc1, CCO, [Na+], [OH-]. The product is Cn1c(CCCc2ccc(OC(C)(C)C(=O)O)cc2)nn(Cc2ccc(C(C)(C)C)cc2)c1=O. Reaction SMILES: [CH2:1]([CH3:2])[O:3][C:4]([C:5]([CH3:6])([CH3:7])[O:8][c:9]1[cH:10][cH:11][c:12]([CH2:15][CH2:16][CH2:17][c:18]2[n:19][n:20]([CH2:25][c:26]3[cH:27][cH:28][c:29]([C:32]([CH3:33])([CH3:34])[CH3:35])[cH:30][cH:31]3)[c:21](=[O:24])[n:22]2[CH3:23])[cH:13][cH:14]1)=[O:36].[CH3:37][CH2:38][OH:39].[Na+:41].[OH-:40]>>[O:3]=[C:4]([C:5]([CH3:6])([CH3:7])[O:8][c:9]1[cH:10][cH:11][c:12]([CH2:15][CH2:16][CH2:17][c:18]2[n:19][n:20]([CH2:25][c:26]3[cH:27][cH:28][c:29]([C:32]([CH3:33])([CH3:34])[CH3:35])[cH:30][cH:31]3)[c:21](=[O:24])[n:22]2[CH3:23])[cH:13][cH:14]1)[OH:36]. Starting materials: ClC=1C=C(C=CC1SC=1N(C=CN1)C)NC1=C(C=NC2=CC(=C(C=C12)OC)F)C#N (4-[3-chloro-4-(1-methyl-1H-imidazole-2-ylsulfanyl)-phenylamino]-7-fluoro-6-methoxyquinoline-3-carbonitrile), N1(CCCCC1)C1CCNCC1 (4-piperidinopiperidine). Solvent: CN1C(CCC1)=O (1-methyl 2-pyrrolidinone). Run at temperature 105 celsius. Yields the product N1(CCCCC1)C1CCN(CC1)C1=C(C=C2C(=C(C=NC2=C1)C#N)NC1=CC(=C(C=C1)SC=1N(C=CN1)C)Cl)OC (7-(1,4′-bipiperidin-1′-yl)-4-({3-chloro-4-[(1-methyl-1H-imidazole-2-yl)thio]phenyl}amino)-6-methoxyquinoline-3-carbonitrile). The yield is 65.6%. As a reaction SMILES: [Cl:1][C:2]1[CH:3]=[C:4]([NH:15][C:16]2[C:25]3[C:20](=[CH:21][C:22](F)=[C:23]([O:26][CH3:27])[CH:24]=3)[N:19]=[CH:18][C:17]=2[C:29]#[N:30])[CH:5]=[CH:6][C:7]=1[S:8][C:9]1[N:10]([CH3:14])[CH:11]=[CH:12][N:13]=1.[N:31]1([CH:37]2[CH2:42][CH2:41][NH:40][CH2:39][CH2:38]2)[CH2:36][CH2:35][CH2:34][CH2:33][CH2:32]1>CN1CCCC1=O>[N:31]1([CH:37]2[CH2:42][CH2:41][N:40]([C:22]3[CH:21]=[C:20]4[C:25]([C:16]([NH:15][C:4]5[CH:5]=[CH:6][C:7]([S:8][C:9]6[N:10]([CH3:14])[CH:11]=[CH:12][N:13]=6)=[C:2]([Cl:1])[CH:3]=5)=[C:17]([C:29]#[N:30])[CH:18]=[N:19]4)=[CH:24][C:23]=3[O:26][CH3:27])[CH2:39][CH2:38]2)[CH2:36][CH2:35][CH2:34][CH2:33][CH2:32]1. Procedure details: Following the procedure of Example 11, a mixture of 220 mg (0.5 mmol) of 4-[3-chloro-4-(1-methyl-1H-imidazole-2-ylsulfanyl)-phenylamino]-7-fluoro-6-methoxyquinoline-3-carbonitrile and 290mg (1.72 mmol) of 4-piperidinopiperidine in 1.5 mL of 1-methyl 2-pyrrolidinone is heated at 105° C. for 17 hours to yield the crude product. Purification by silica gel chromatography (gradient 94:6 methylene chloride/methanol to 89:10:1 methylene chloride/methanol/ammonium hydroxide) gives 193 mg of 7-(1,4′-bipi... Reaction SMILES: FC(F)(F)C(O)=O.[Cl:8][C:9]1[CH:14]=[C:13]2[NH:15][C:16](=[O:38])[C:17]3([CH:21]([C:22]4[CH:27]=[CH:26][CH:25]=[C:24]([Cl:28])[C:23]=4[F:29])[CH:20]([C:30]([OH:32])=O)[NH:19][CH:18]3[CH2:33][C:34]([CH3:37])([CH3:36])[CH3:35])[C:12]2=[CH:11][CH:10]=1.[CH:39]([N:42]([CH:45]([CH3:47])[CH3:46])[CH2:43]C)(C)C.C1(P(Cl)(C2C=CC=CC=2)=O)C=CC=CC=1.[CH3:63][O:64][C:65]1C=C(N)C=[CH:67][C:66]=1[N:72](C)C>>[CH3:39][N:42]([CH3:43])[C:45]1[CH:47]=[CH:67][C:66]([NH:72][C:30]([CH:20]2[NH:19][CH:18]([CH2:33][C:34]([CH3:37])([CH3:35])[CH3:36])[C:17]3([C:12]4[C:13](=[CH:14][C:9]([Cl:8])=[CH:10][CH:11]=4)[NH:15][C:16]3=[O:38])[CH:21]2[C:22]2[CH:27]=[CH:26][CH:25]=[C:24]([Cl:28])[C:23]=2[F:29])=[O:32])=[C:65]([O:64][CH3:63])[CH:46]=1 |f:0.1|. Starting materials: FC(C(=O)O)(F)F.ClC1=CC=C2C(=C1)NC(C21C(NC(C1C1=C(C(=CC=C1)Cl)F)C(=O)O)CC(C)(C)C)=O (rac-(2′S,3′R,4′S,5′R)-6-chloro-4′-(3-chloro-2-fluoro-phenyl)-2′-(2,2-dimethyl-propyl)-2-oxo-1,2-dihydro-spiro[indole-3,3′-pyrrolidine]-5′-carboxylic acid trifluoroacetic acid), COC1=C(C=CC(=C1)N)N(C)C (2-methoxy-N,N-dimethyl-benzene-1,4-diamine), C(C)(C)N(CC)C(C)C (diisopropylethylamine), C1(=CC=CC=C1)P(=O)(C1=CC=CC=C1)Cl (diphenylphosphinic chloride). Isolated yield 55.9%. The product is CN(C1=CC(=C(C=C1)NC(=O)C1C(C2(C(N1)CC(C)(C)C)C(NC1=CC(=CC=C12)Cl)=O)C1=C(C(=CC=C1)Cl)F)OC)C (rac-(2′S,3′R,4′S,5′R)-6-chloro-4′-(3-chloro-2-fluoro-phenyl)-2′-(2,2-dimethyl-propyl)-2-oxo-1,2-dihydro-spiro[indole-3,3′-pyrrolidine]-5′-carboxylic acid (4-dimethylamino-2-methoxy-phenyl)-amide). Procedure details: In a manner similar to the method described in Example 5, rac-(2′S,3′R,4′S,5′R)-6-chloro-4′-(3-chloro-2-fluoro-phenyl)-2′-(2,2-dimethyl-propyl)-2-oxo-1,2-dihydro-spiro[indole-3,3′-pyrrolidine]-5′-carboxylic acid trifluoroacetic acid prepared in Example 4 (0.2 g, 0.35 mmol), was reacted with diisopropylethylamine (0.22 g, 1.7 mmol), diphenylphosphinic chloride (0.16 g, 0.7 mmol), then reacted with 2-methoxy-N,N-dimethyl-benzene-1,4-diamine prepared in Example 163 (0.07 g, 0.45 mmol) to give rac-(...